This data is from the Open Reaction Database (ORD), a public repository of structured organic reaction records. The task is: describe an organic reaction: reactants, conditions, products, and yield Solvent: C1CCOC1 (THF), CO (methanol). As a reaction SMILES: [Cl:1][C:2]1[C:3]([CH:26]=[CH2:27])=[C:4]([CH:9]=[C:10]([CH2:14][C:15]2[CH:20]=[CH:19][C:18]([N:21]3[CH:25]=[CH:24][CH:23]=[N:22]3)=[CH:17][CH:16]=2)[C:11]=1[O:12][CH3:13])[C:5]([O:7]C)=[O:6].O.O.[OH-].[Li+].Cl>C1COCC1.CO>[Cl:1][C:2]1[C:3]([CH:26]=[CH2:27])=[C:4]([CH:9]=[C:10]([CH2:14][C:15]2[CH:20]=[CH:19][C:18]([N:21]3[CH:25]=[CH:24][CH:23]=[N:22]3)=[CH:17][CH:16]=2)[C:11]=1[O:12][CH3:13])[C:5]([OH:7])=[O:6] |f:2.3.4|. Product: ClC=1C(=C(C(=O)O)C=C(C1OC)CC1=CC=C(C=C1)N1N=CC=C1)C=C (3-chloro-2-ethenyl-4-methoxy-5-[4-(1H-pyrazol-1-yl)benzyl]benzoic acid). Yield: 83.0%. Starting materials: Cl (hydrochloric acid), ClC=1C(=C(C(=O)OC)C=C(C1OC)CC1=CC=C(C=C1)N1N=CC=C1)C=C (methyl 3-chloro-2-ethenyl-4-methoxy-5-[4-(1H-pyrazol-1-yl)benzyl]benzoate), O (water), O.[OH-].[Li+] (lithium hydroxide monohydrate). Conditions: temperature 20 celsius, time 16 hour. Procedure: To a solution of methyl 3-chloro-2-ethenyl-4-methoxy-5-[4-(1H-pyrazol-1-yl)benzyl]benzoate (0.10 g) in THF (3.00 mL)-water (3.00 mL) and methanol (0.50 mL) was added lithium hydroxide monohydrate (0.10 g), and the mixture was stirred at 20° C. for 16 hr. The reaction mixture was poured into 1N hydrochloric acid, and the mixture was extracted with ethyl acetate. The organic layer was dried over anhydrous sodium sulfate, and the solvent was evaporated under reduced pressure to give the title compo...